Dataset: the Open Reaction Database (ORD), a public repository of structured organic reaction records. Task: describe an organic reaction: reactants, conditions, products, and yield The reactants are ClC=1C(=NC=C(C1)O)C(=O)OCC (ethyl 3-chloro-5-hydroxypyridine-2-carboxylate), [N+](=O)([O-])C1=CC=C(C=C1)S(=O)(=O)OC[C@@H]1C(C1)(F)F (((1R)-2,2-difluorocyclopropyl)methyl 4-nitrobenzenesulfonate). Product: ClC=1C(=NC=C(C1)OC[C@@H]1C(C1)(F)F)C(=O)OCC (ethyl 3-chloro-5-(((1R)-2,2-difluorocyclopropyl)methoxy)pyridine-2-carboxylate). As a reaction SMILES: [Cl:1][C:2]1[C:3]([C:9]([O:11][CH2:12][CH3:13])=[O:10])=[N:4][CH:5]=[C:6]([OH:8])[CH:7]=1.[N+](C1C=CC(S(O[CH2:27][C@H:28]2[CH2:30][C:29]2([F:32])[F:31])(=O)=O)=CC=1)([O-])=O>>[Cl:1][C:2]1[C:3]([C:9]([O:11][CH2:12][CH3:13])=[O:10])=[N:4][CH:5]=[C:6]([O:8][CH2:27][C@H:28]2[CH2:30][C:29]2([F:32])[F:31])[CH:7]=1. Procedure: Using ethyl 3-chloro-5-hydroxypyridine-2-carboxylate and ((1R)-2,2-difluorocyclopropyl)methyl 4-nitrobenzenesulfonate, and in the same manner as in Example 5, the title compound was obtained.